This data is from the Open Reaction Database (ORD), a public repository of structured organic reaction records. The task is: describe an organic reaction: reactants, conditions, products, and yield Reactants: C(C)(=O)NC1=CC=C2C(C(NC2=C1)=O)CC(C)C (6-acetamido-3-(2-methylpropyl)-indolin-2-one), [N+](=O)(O)[O-] (nitric acid). Solvent: C(C)(=O)OC(C)=O (acetic anhydride). Run at time 30 minute. Yields the product C(C)(=O)NC1=C(C=C2C(C(NC2=C1)=O)CC(C)C)[N+](=O)[O-] (6-Acetamido-3(2-methylpropyl)-5-nitroindolin-2-one). RXN SMILES: [C:1]([NH:4][C:5]1[CH:13]=[C:12]2[C:8]([CH:9]([CH2:15][CH:16]([CH3:18])[CH3:17])[C:10](=[O:14])[NH:11]2)=[CH:7][CH:6]=1)(=[O:3])[CH3:2].[N+:19]([O-])([OH:21])=[O:20]>C(OC(=O)C)(=O)C>[C:1]([NH:4][C:5]1[CH:13]=[C:12]2[C:8]([CH:9]([CH2:15][CH:16]([CH3:18])[CH3:17])[C:10](=[O:14])[NH:11]2)=[CH:7][C:6]=1[N+:19]([O-:21])=[O:20])(=[O:3])[CH3:2]. Procedure: A solution of 4.2 g. (0.017 mol) 6-acetamido-3-(2-methylpropyl)-indolin-2-one in 50 ml acetic anhydride is mixed, while cooling, with 0.8 ml. (0.019 mol) fuming nitric acid and then stirred for about 30 minutes. Subsequently, the reaction mixture is carefully poured on to ice and the crystals obtained are filtered off with suction, washed with water and dried. Yield: 3.2 g. (66% of theory): m.p. 192°-197° C. Procedure details: 50 mg. of 2-(4-cyclopentylmethylphenyl)propionic acid is dissolved in 2 ml. of methanol, titrated with a 3% methanolic sodium methylate solution, concentrated under vacuum, and 50 mg. of sodium 2-(4-cyclopentylmethylphenyl)propionate, m.p. 206° is obtained in this way. Reaction SMILES: [CH:1]1([CH2:6][C:7]2[CH:12]=[CH:11][C:10]([CH:13]([CH3:17])[C:14]([OH:16])=[O:15])=[CH:9][CH:8]=2)[CH2:5][CH2:4][CH2:3][CH2:2]1.C[O-].[Na+:20]>CO>[CH:1]1([CH2:6][C:7]2[CH:8]=[CH:9][C:10]([CH:13]([CH3:17])[C:14]([O-:16])=[O:15])=[CH:11][CH:12]=2)[CH2:2][CH2:3][CH2:4][CH2:5]1.[Na+:20] |f:1.2,4.5|. Reactants: C1(CCCC1)CC1=CC=C(C=C1)C(C(=O)O)C (2-(4-cyclopentylmethylphenyl)propionic acid), C[O-].[Na+] (sodium methylate). Run in CO (methanol). Product: C1(CCCC1)CC1=CC=C(C=C1)C(C(=O)[O-])C.[Na+] (sodium 2-(4-cyclopentylmethylphenyl)propionate). Starting materials: C(C1=CC=CC=C1)OC(C[C@H](C(=O)N[C@@H](C(C)(C)C)C(NC)=O)NC(=O)OC(C)(C)C)=O (N-(2,2-dimethyl-1(S)-(methylcarbarnoyl)propyl)-3(R)-t-butoxycarbonylamino-succinamic acid benzyl ester), 2(R)-[3-(4′-pyridin-4-yl-phenyl)-1H-pyrrole-1-yl]succinic acid 4-benzyl ester hydrochloride, FC(C(=O)O)(F)F.CNC([C@@H](N)C(C)(C)C)=O (L-t-leucine-N-methylamide trifluoroacetate salt), CN(C)C(=[N+](C)C)ON1C2=C(C=CC=C2)N=N1.[B-](F)(F)(F)F (TBTU). Yields the product C(C1=CC=CC=C1)OC(C[C@H](C(=O)N[C@@H](C(C)(C)C)C(NC)=O)N1C=C(C=C1)C1=CC=C(C=C1)C1=CC=NC=C1)=O (N-(2,2-dimethyl-1(S)-(methylcarbamoyl)propyl)-3(R)-[3-(4-(pyridin-4-yl)phenyl)-1H-pyrrol-1-yl]succinamic acid benzyl ester). Yield: 86.0%. As a reaction SMILES: [CH2:1]([O:8][C:9](=[O:32])[CH2:10][C@@H:11]([NH:24][C:25](OC(C)(C)C)=O)[C:12]([NH:14][C@H:15]([C:20](=[O:23])[NH:21][CH3:22])[C:16]([CH3:19])([CH3:18])[CH3:17])=[O:13])[C:2]1[CH:7]=[CH:6][CH:5]=[CH:4][CH:3]=1.F[C:34](F)(F)[C:35](O)=O.[CH3:40][NH:41][C:42](=O)[C@H:43]([C:45]([CH3:48])(C)[CH3:46])N.CN(C(ON1N=N[C:60]2[CH:61]=[CH:62][CH:63]=[CH:64][C:59]1=2)=[N+](C)C)C.[B-](F)(F)(F)F>>[CH2:1]([O:8][C:9](=[O:32])[CH2:10][C@@H:11]([N:24]1[CH:59]=[CH:64][C:63]([C:62]2[CH:61]=[CH:60][C:46]([C:45]3[CH:48]=[CH:40][N:41]=[CH:42][CH:43]=3)=[CH:35][CH:34]=2)=[CH:25]1)[C:12]([NH:14][C@H:15]([C:20](=[O:23])[NH:21][CH3:22])[C:16]([CH3:19])([CH3:17])[CH3:18])=[O:13])[C:2]1[CH:7]=[CH:6][CH:5]=[CH:4][CH:3]=1 |f:1.2,3.4|. Procedure details: According to the procedure described in Example 1(b) for the preparation of N-(2,2-dimethyl-1(S)-(methylcarbarnoyl)propyl)-3(R)-t-butoxycarbonylamino-succinamic acid benzyl ester, 2(R)-[3-(4′-pyridin-4-yl-phenyl)-1H-pyrrole-1-yl]succinic acid 4-benzyl ester hydrochloride and L-t-leucine-N-methylamide trifluoroacetate salt (prepared as described in Example 5(d)) were coupled with TBTU to provide in 86% yield N-(2,2-dimethyl-1(S)-(methylcarbamoyl)propyl)-3(R)-[3-(4-(pyridin-4-yl)phenyl)-1H-pyrrol-... Reactants: NN (hydrazine), COC=1C=C2C(=C(N(C2=CC1)CC1=CC=NC=C1)C)CC(=O)NN (5-Methoxy-2-methyl-1-[(4-pyridyl)methyl]-1H-indole-3-acetic acid hydrazide), C(C)OC(CC1=C(N(C2=CC=C(C=C12)OC)CC1=CC=NC=C1)C)=O (5-methoxy-2-methyl-1-[(4-pyridyl)methyl]-1H-indole-3-acetic acid ethyl ester). Product: COC=1C=C2C(=C(N(C2=CC1)CC1=CC=NC=C1)C)CC(=O)NN (5-methoxy-2-methyl-1-[(4-pyridyl)methyl]-1H-indole-3-acetic acid hydrazide), CO (MeOH). Yield: 38.0%. RXN SMILES: [CH3:1][O:2][C:3]1[CH:4]=[C:5]2[C:9](=[CH:10][CH:11]=1)[N:8]([CH2:12][C:13]1[CH:18]=[CH:17][N:16]=[CH:15][CH:14]=1)[C:7]([CH3:19])=[C:6]2[CH2:20][C:21]([NH:23][NH2:24])=[O:22].[CH2:25]([O:27]C(=O)CC1C2C(=CC=C(OC)C=2)N(CC2C=CN=CC=2)C=1C)C.NN>>[CH3:1][O:2][C:3]1[CH:4]=[C:5]2[C:9](=[CH:10][CH:11]=1)[N:8]([CH2:12][C:13]1[CH:14]=[CH:15][N:16]=[CH:17][CH:18]=1)[C:7]([CH3:19])=[C:6]2[CH2:20][C:21]([NH:23][NH2:24])=[O:22].[CH3:25][OH:27]. Procedure details: 5-Methoxy-2-methyl-1-[(4-pyridyl)methyl]-1H-indole-3-acetic acid hydrazide. Using the method described in Example 1, Part G, 410 mg (1.2 mmol) of 5-methoxy-2-methyl-1-[(4-pyridyl)methyl]-1H-indole-3-acetic acid ethyl ester was reacted with 1.2 mL of hydrazine to give on crystallization from MeOH 148 mg (38% yield) of 5-methoxy-2-methyl-1-[(4-pyridyl)methyl]-1H-indole-3-acetic acid hydrazide, mp, 192°-193.5° C. Reactants: CN1CCN(CCn2cc(-c3cnc4c(n3)c(C(=O)C(C)(C)C)cn4COCC[Si](C)(C)C)c3ccccc32)CC1, ClCCl. Product: CN1CCN(CCn2cc(-c3cnc4[nH]cc(C(=O)C(C)(C)C)c4n3)c3ccccc32)CC1. As a reaction SMILES: [CH3:1][C:2]([C:3](=[O:4])[c:5]1[cH:6][n:7]([CH2:32][O:33][CH2:34][CH2:35][Si:36]([CH3:37])([CH3:38])[CH3:39])[c:8]2[n:9][cH:10][c:11](-[c:14]3[cH:15][n:16]([CH2:23][CH2:24][N:25]4[CH2:26][CH2:27][N:28]([CH3:31])[CH2:29][CH2:30]4)[c:17]4[cH:18][cH:19][cH:20][cH:21][c:22]34)[n:12][c:13]12)([CH3:40])[CH3:41].[Cl:42][CH2:43][Cl:44]>>[CH3:1][C:2]([C:3](=[O:4])[c:5]1[cH:6][nH:7][c:8]2[n:9][cH:10][c:11](-[c:14]3[cH:15][n:16]([CH2:23][CH2:24][N:25]4[CH2:26][CH2:27][N:28]([CH3:31])[CH2:29][CH2:30]4)[c:17]4[cH:18][cH:19][cH:20][cH:21][c:22]34)[n:12][c:13]12)([CH3:40])[CH3:41]. Starting materials: COC(=O)C=1C=C(C=CC(=O)O)C=CC1 (3-methoxycarbonyl-cinnamic acid), C([O-])([O-])=O.[Na+].[Na+] (sodium carbonate). The reagents and catalysts are [Pd] (palladium on charcoal). Solvent: O (water). Product: COC(=O)C=1C=C(C=CC1)CCC(=O)O (3-(3-Methoxycarbonylphenyl)propanoic acid). As a reaction SMILES: [CH3:1][O:2][C:3]([C:5]1[CH:6]=[C:7]([CH:13]=[CH:14][CH:15]=1)[CH:8]=[CH:9][C:10]([OH:12])=[O:11])=[O:4].C(=O)([O-])[O-].[Na+].[Na+]>O.[Pd]>[CH3:1][O:2][C:3]([C:5]1[CH:6]=[C:7]([CH2:8][CH2:9][C:10]([OH:12])=[O:11])[CH:13]=[CH:14][CH:15]=1)=[O:4] |f:1.2.3|. Procedure details: A solution of 3-methoxycarbonyl-cinnamic acid (15.0 g) and sodium carbonate (7.7 g) in water (200 ml) was hydrogenated at 50 psi over 10% palladium on charcoal (0.5 g) for 1.5 hours. The catalyst was filtered off and the filtrate was acidified with 2M hydrochloric acid to precipitate the product as a white solid, m.p. 81° C. Reactants: NC=1N(C(C2(N1)CC(OC1=CC=C(C=C12)Br)C1=CC=CC=C1)=O)C (2′-amino-6-bromo-1′-methyl-2-phenylspiro[chroman-4,4′-imidazol]-5′(1′H)-one), C1(CC1)C=1C=C(C=CC1)B1OC(C(O1)(C)C)(C)C (2-(3-cyclopropylphenyl)-4,4,5,5-tetramethyl-1,3,2-dioxaborolane). The reagents and catalysts are Cl[Pd]([P](C1=CC=CC=C1)(C2=CC=CC=C2)C3=CC=CC=C3)([P](C4=CC=CC=C4)(C5=CC=CC=C5)C6=CC=CC=C6)Cl (Pd(PPh3)2Cl2). Run in O1CCOCC1 (1,4-dioxane), C(=O)([O-])[O-].[Cs+].[Cs+] (Cs2CO3). The product is NC=1N(C(C2(N1)CC(OC1=CC=C(C=C12)C1=CC(=CC=C1)C1CC1)C1=CC=CC=C1)=O)C (2′-amino-6-(3-cyclopropylphenyl)-1′-methyl-2-phenylspiro[chroman-4,4′-imidazol]-5′(1′H)-one). Isolated yield 2.9%. As a reaction SMILES: [NH2:1][C:2]1[N:3]([CH3:24])[C:4](=[O:23])[C:5]2([C:15]3[C:10](=[CH:11][CH:12]=[C:13](Br)[CH:14]=3)[O:9][CH:8]([C:17]3[CH:22]=[CH:21][CH:20]=[CH:19][CH:18]=3)[CH2:7]2)[N:6]=1.[CH:25]1([C:28]2[CH:29]=[C:30](B3OC(C)(C)C(C)(C)O3)[CH:31]=[CH:32][CH:33]=2)[CH2:27][CH2:26]1>O1CCOCC1.C([O-])([O-])=O.[Cs+].[Cs+].Cl[Pd](Cl)([P](C1C=CC=CC=1)(C1C=CC=CC=1)C1C=CC=CC=1)[P](C1C=CC=CC=1)(C1C=CC=CC=1)C1C=CC=CC=1>[NH2:1][C:2]1[N:3]([CH3:24])[C:4](=[O:23])[C:5]2([C:15]3[C:10](=[CH:11][CH:12]=[C:13]([C:32]4[CH:31]=[CH:30][CH:29]=[C:28]([CH:25]5[CH2:27][CH2:26]5)[CH:33]=4)[CH:14]=3)[O:9][CH:8]([C:17]3[CH:22]=[CH:21][CH:20]=[CH:19][CH:18]=3)[CH2:7]2)[N:6]=1 |f:3.4.5,^1:57,76|. Procedure details: Pd(PPh3)2Cl2 (5 mg, 0.01 mmol) in a 10 mL of flask under Ar was treated sequentially with 2′-amino-6-bromo-1′-methyl-2-phenylspiro[chroman-4,4′-imidazol]-5′(1′H)-one (110 mg, 0.29 mmol) in 1,4-dioxane (5.0 mL), Cs2CO3 (2 N, 1 mL) and 2-(3-cyclopropylphenyl)-4,4,5,5-tetramethyl-1,3,2-dioxaborolane (70 mg, 0.29 mmol) The mixture was refluxed for 2 hour. The reaction mixture was concentrated in vacuo to give the residue, which was purified by preparative TLC and HPLC to give 2′-amino-6-(3-cycloprop... The reactants are FC(F)(Cl)C(F)(Cl)C(F)(F)C(F)(F)I, O. Reaction SMILES: [Cl:1][C:2]([C:3]([C:4]([F:5])([F:6])[I:7])([F:8])[F:9])([C:10]([Cl:11])([F:12])[F:13])[F:14].[OH2:15]>>[Cl:1][C:2]([C:3]([C:4]([F:6])=[O:15])([F:8])[F:9])([C:10]([Cl:11])([F:12])[F:13])[F:14]. Product: O=C(F)C(F)(F)C(F)(Cl)C(F)(F)Cl. The reactants are C(Br)(Br)(Br)Br (carbon tetrabromide), C1(=CC=CC=C1)P(C1=CC=CC=C1)C1=CC=CC=C1 (triphenylphosphine), N1=CC=CC=C1 (pyridine), CC1(N(CCSC1(C)C)S(=O)(=O)C1=CC=C(C=C1)OCC#CCCO)C(=O)N (methyl 4-({4-[(5-hydroxy-2-pentynyl)oxy]phenyl}sulfonyl)-2,2-dimethyl-3-thiomorpholine carboxamide). Run in C1CCOC1 (THF). Reaction conditions: time 3 hour. Product: BrCCC#CCOC1=CC=C(C=C1)S(=O)(=O)N1C(C(SCC1)(C)C)C(=O)N ({4-[(5-bromo-2-pentynyl)oxy]phenyl}sulfonyl-2,2-dimethyl-3-thiomorpholine carboxamide). Reaction SMILES: C1(P(C2C=CC=CC=2)C2C=CC=CC=2)C=CC=CC=1.N1C=CC=CC=1.C[C:27]1([C:51]([NH2:53])=[O:52])[C:32]([CH3:34])([CH3:33])[S:31][CH2:30][CH2:29][N:28]1[S:35]([C:38]1[CH:43]=[CH:42][C:41]([O:44][CH2:45][C:46]#[C:47][CH2:48][CH2:49]O)=[CH:40][CH:39]=1)(=[O:37])=[O:36].C(Br)(Br)(Br)[Br:55]>C1COCC1>[Br:55][CH2:49][CH2:48][C:47]#[C:46][CH2:45][O:44][C:41]1[CH:42]=[CH:43][C:38]([S:35]([N:28]2[CH2:29][CH2:30][S:31][C:32]([CH3:34])([CH3:33])[CH:27]2[C:51]([NH2:53])=[O:52])(=[O:36])=[O:37])=[CH:39][CH:40]=1. Procedure details: To a solution of 2.123 g (8.093 mmol) of triphenylphosphine and 0.373 mL (4.61 mmol) of pyridine in 40 mL of dry THF under nitrogen was added 1.73 g (4.046 mmol) of methyl 4-({4-[(5-hydroxy-2-pentynyl)oxy]phenyl}sulfonyl)-2,2-dimethyl-3-thiomorpholine carboxamide. The solution was cooled in a water bath and 1.34 g (4.046 mmol) of carbon tetrabromide was added and the resulting mixture was stirred for 3h. The resulting suspension was filtered and the filtrate was concentrated in vacuo. The residu... Reactants: Cc1nc(C(C)(C)C)ccc1C=CC(=O)O, Nc1ccc2[nH]c(CO)cc2c1. The product is Cc1nc(C(C)(C)C)ccc1C=CC(=O)Nc1ccc2[nH]c(CO)cc2c1. As a reaction SMILES: [C:1]([CH3:2])([CH3:3])([CH3:4])[c:5]1[cH:6][cH:7][c:8]([CH:12]=[CH:13][C:14](=[O:15])[OH:16])[c:9]([CH3:11])[n:10]1.[NH2:17][c:18]1[cH:19][c:20]2[cH:21][c:22]([CH2:27][OH:28])[nH:23][c:24]2[cH:25][cH:26]1>>[C:1]([CH3:2])([CH3:3])([CH3:4])[c:5]1[cH:6][cH:7][c:8]([CH:12]=[CH:13][C:14](=[O:16])[NH:17][c:18]2[cH:19][c:20]3[cH:21][c:22]([CH2:27][OH:28])[nH:23][c:24]3[cH:25][cH:26]2)[c:9]([CH3:11])[n:10]1.